This data is from the Open Reaction Database (ORD), a public repository of structured organic reaction records. The task is: describe an organic reaction: reactants, conditions, products, and yield The reactants are O=C=NS(=O)(=O)c1ccccc1OC(F)F, COc1nc(N)nc(Cl)n1, C1COCCO1. Product: COc1nc(Cl)nc(NC(=O)NS(=O)(=O)c2ccccc2OC(F)F)n1. RXN SMILES: [F:1][CH:2]([O:3][c:4]1[c:5]([S:10](=[O:11])(=[O:12])[N:13]=[C:14]=[O:15])[cH:6][cH:7][cH:8][cH:9]1)[F:16].[NH2:17][c:18]1[n:19][c:20]([O:25][CH3:26])[n:21][c:22]([Cl:24])[n:23]1.[O:27]1[CH2:28][CH2:29][O:30][CH2:31][CH2:32]1>>[F:1][CH:2]([O:3][c:4]1[c:5]([S:10](=[O:11])(=[O:12])[NH:13][C:14](=[O:15])[NH:17][c:18]2[n:19][c:20]([O:25][CH3:26])[n:21][c:22]([Cl:24])[n:23]2)[cH:6][cH:7][cH:8][cH:9]1)[F:16]. Starting materials: C12C(C3CC(CC(C1)C3)C2)OCC2=CC(=C(C(=O)NS(=O)(=O)C)C=C2Cl)F (4-((adamantan-2-yloxy)methyl)-5-chloro-2-fluoro-N-(methylsulfonyl)benzamide), C12(CC3CC(CC(C1)C3)C2)OCC2=CC(=C(C(=O)NS(=O)(=O)N3CCC3)C=C2Cl)F (4-((adamantan-1-yloxy)methyl)-N-(azetidin-1-ylsulfonyl)-5-chloro-2-fluorobenzamide). The product is C12(CC3CC(CC(C1)C3)C2)OCC2=CC(=C(C(=O)NS(=O)(=O)N3CCC3)C=C2C2CC2)F (4-((adamantan-1-yloxy)methyl)-N-(azetidin-1-ylsulfonyl)-5-cyclopropyl-2-fluorobenzamide), solid. The yield is 83.0%. As a reaction SMILES: [CH:1]12[CH2:10]C3CC(CC(C3)[CH:2]1OCC1C(Cl)=CC(C(NS(C)(=O)=O)=O)=C(F)C=1)C2.[C:28]12([O:38][CH2:39][C:40]3[C:55](Cl)=[CH:54][C:43]([C:44]([NH:46][S:47]([N:50]4[CH2:53][CH2:52][CH2:51]4)(=[O:49])=[O:48])=[O:45])=[C:42]([F:57])[CH:41]=3)[CH2:37][CH:32]3[CH2:33][CH:34]([CH2:36][CH:30]([CH2:31]3)[CH2:29]1)[CH2:35]2>>[C:28]12([O:38][CH2:39][C:40]3[C:55]([CH:10]4[CH2:1][CH2:2]4)=[CH:54][C:43]([C:44]([NH:46][S:47]([N:50]4[CH2:53][CH2:52][CH2:51]4)(=[O:49])=[O:48])=[O:45])=[C:42]([F:57])[CH:41]=3)[CH2:37][CH:32]3[CH2:33][CH:34]([CH2:36][CH:30]([CH2:31]3)[CH2:29]1)[CH2:35]2. Procedure: Following the procedure as described in Example 49 and making variations as required to replace 4-((adamantan-2-yloxy)methyl)-5-chloro-2-fluoro-N-(methylsulfonyl)benzamide with 4-((adamantan-1-yloxy)methyl)-N-(azetidin-1-ylsulfonyl)-5-chloro-2-fluorobenzamide, the title compound was obtained as a colorless solid (0.135 g, 83%): 1H NMR (300 MHz, CDCl3) δ8.82-8.68 (m, 1H), 7.76-7.68 (m, 1H), 7.44-7.34 (m, 1H), 4.72 (s, 2H), 4.33-4.18 (m, 4H), 2.35-2.15 (m, 5H), 1.90-1.60 (m, 13H), 1.02-0.89 (m, 2H...